describe an organic reaction: reactants, conditions, products, and yield From a dataset of the Open Reaction Database (ORD), a public repository of structured organic reaction records. Reaction conditions: temperature 60 celsius. The solvent is CN(C)C=O (DMF), C(C)(=O)OCC (ethyl acetate). Yields the product C1(CC1)COC1=CC2=C(N=C(O2)N2CCC(CC2)OC[C@H](C)NC(OC(C)(C)C)=O)C=C1 (tert-butyl [(1S)-2-({1-[6-(cyclopropylmethoxy)-1,3-benzoxazol-2-yl]piperidin-4-yl}oxy)-1-methylethyl]carbamate). Reaction SMILES: [OH:1][C:2]1[CH:28]=[CH:27][C:5]2[N:6]=[C:7]([N:9]3[CH2:14][CH2:13][CH:12]([O:15][CH2:16][C@@H:17]([NH:19][C:20](=[O:26])[O:21][C:22]([CH3:25])([CH3:24])[CH3:23])[CH3:18])[CH2:11][CH2:10]3)[O:8][C:4]=2[CH:3]=1.C(=O)([O-])[O-].[K+].[K+].Br[CH2:36][CH:37]1[CH2:39][CH2:38]1>CN(C=O)C.C(OCC)(=O)C>[CH:37]1([CH2:36][O:1][C:2]2[CH:28]=[CH:27][C:5]3[N:6]=[C:7]([N:9]4[CH2:10][CH2:11][CH:12]([O:15][CH2:16][C@@H:17]([NH:19][C:20](=[O:26])[O:21][C:22]([CH3:24])([CH3:23])[CH3:25])[CH3:18])[CH2:13][CH2:14]4)[O:8][C:4]=3[CH:3]=2)[CH2:39][CH2:38]1 |f:1.2.3|. Starting materials: OC1=CC2=C(N=C(O2)N2CCC(CC2)OC[C@H](C)NC(OC(C)(C)C)=O)C=C1 (tert-butyl [(1S)-2-{[1-(6-hydroxy-1,3-benzoxazol-2-yl)piperidin-4-yl]oxy}-1-methylethyl]carbamate), C([O-])([O-])=O.[K+].[K+] (potassium carbonate), BrCC1CC1 ((bromomethyl)cyclopropane). Procedure details: To a solution of tert-butyl [(1S)-2-{[1-(6-hydroxy-1,3-benzoxazol-2-yl)piperidin-4-yl]oxy}-1-methylethyl]carbamate (445 mg) in DMF (3 mL) were added potassium carbonate (471 mg) and (bromomethyl)cyclopropane (0.331 mL), and the mixture was stirred with heating at 60° C. for 7 hr under a nitrogen atmosphere. The reaction mixture was allowed to cool to room temperature, diluted with ethyl acetate, washed with saturated brine, and dried over anhydrous sodium sulfate. The extract was applied to sili...